This data is from the Open Reaction Database (ORD), a public repository of structured organic reaction records. The task is: describe an organic reaction: reactants, conditions, products, and yield The reactants are BrC1=CC(NC=N1)=O (6-bromopyrimidin-4(3H)-one), C(=O)([O-])[O-].[K+].[K+] (K2CO3), CI (CH3I). Run in CN(C)C=O (DMF), CCOC(=O)C (EtOAc). Conditions: temperature 50 celsius, time 30 minute. Product: BrC1=CC(N(C=N1)C)=O (6-Bromo-3-methylpyrimidin-4(3H)-one). RXN SMILES: [Br:1][C:2]1[N:7]=[CH:6][NH:5][C:4](=[O:8])[CH:3]=1.[C:9]([O-])([O-])=O.[K+].[K+].CI>CN(C=O)C.CCOC(C)=O>[Br:1][C:2]1[N:7]=[CH:6][N:5]([CH3:9])[C:4](=[O:8])[CH:3]=1 |f:1.2.3|. Reported procedure: To a solution 6-bromopyrimidin-4(3H)-one (696 mg, 2.0 mmol) in DMF (3.0 mL) was added K2CO3 (828 mg, 6.0 mmol), CH3I (568 mg, 4.0 mmol), the reaction mixture was stirred at 50° C. for 30 minutes. The mixture was cooled to ambient temperature, diluted with EtOAc (20 mL), washed with sodium bicarbonate (10 mL) and brine (10 mL), dried over MgSO4, filtered and concentrated. The residue was purified with silica gel column (Petroleum ether:ethyl acetate=1:1) to obtain product: LC/MS m/z=189.01 (M+H)+... Reactants: C(C)(C)OC1=CC(=NC=C1)NC(C1=CC=C(C=C1)B1OC(C(O1)(C)C)(C)C)=O (N-(4-isopropoxypyridin-2-yl)-4-(4,4,5,5-tetramethyl-1,3,2-dioxaborolan-2-yl)benzamide), BrC=1N=C(N2C1C(=NC=C2)N)N2CC=1N(CC2)C(=NN1)C(F)(F)F (1-bromo-3-(3-(trifluoromethyl)-5,6-dihydro-[1,2,4]triazolo[4,3-a]pyrazin-7(8H)-yl)imidazo[1,5-a]pyrazin-8-amine), [O-]P(=O)([O-])[O-].[K+].[K+].[K+] (Potassium phosphate tribasic). The reagents and catalysts are CC(C)C1=CC(=C(C(=C1)C(C)C)C2=CC=CC=C2P(C3CCCCC3)C4CCCCC4)C(C)C.C1=CC=C([C-]=C1)CCN.Cl[Pd+] (Xphos Precatalyst). Solvent: O1CCOCC1 (Dioxane). Conditions: temperature 60 celsius, time 5 hour. Product: NC=1C=2N(C=CN1)C(=NC2C2=CC=C(C(=O)NC1=NC=CC(=C1)OC(C)C)C=C2)N2CC=1N(CC2)C(=NN1)C(F)(F)F (4-(8-amino-3-(3-(trifluoromethyl)-5,6-dihydro-[1,2,4]triazolo[4,3-a]pyrazin-7(8H)-yl)imidazo[1,5-a]pyrazin-1-yl)-N-(4-isopropoxypyridin-2-yl)benzamide). Yield: 18.7%. As a reaction SMILES: [CH:1]([O:4][C:5]1[CH:10]=[CH:9][N:8]=[C:7]([NH:11][C:12](=[O:28])[C:13]2[CH:18]=[CH:17][C:16](B3OC(C)(C)C(C)(C)O3)=[CH:15][CH:14]=2)[CH:6]=1)([CH3:3])[CH3:2].Br[C:30]1[N:31]=[C:32]([N:40]2[CH2:45][CH2:44][N:43]3[C:46]([C:49]([F:52])([F:51])[F:50])=[N:47][N:48]=[C:42]3[CH2:41]2)[N:33]2[CH:38]=[CH:37][N:36]=[C:35]([NH2:39])[C:34]=12.[O-]P([O-])([O-])=O.[K+].[K+].[K+]>CC(C1C=C(C(C)C)C(C2C(P(C3CCCCC3)C3CCCCC3)=CC=CC=2)=C(C(C)C)C=1)C.C1C=[C-]C(CCN)=CC=1.Cl[Pd+].O1CCOCC1>[NH2:39][C:35]1[C:34]2[N:33]([C:32]([N:40]3[CH2:45][CH2:44][N:43]4[C:46]([C:49]([F:52])([F:51])[F:50])=[N:47][N:48]=[C:42]4[CH2:41]3)=[N:31][C:30]=2[C:16]2[CH:15]=[CH:14][C:13]([C:12]([NH:11][C:7]3[CH:6]=[C:5]([O:4][CH:1]([CH3:2])[CH3:3])[CH:10]=[CH:9][N:8]=3)=[O:28])=[CH:18][CH:17]=2)[CH:38]=[CH:37][N:36]=1 |f:2.3.4.5,6.7.8|. Procedure: A seal 4 ml vial containing N-(4-isopropoxypyridin-2-yl)-4-(4,4,5,5-tetramethyl-1,3,2-dioxaborolan-2-yl)benzamide, (31.3 mg, 0.082 mmol), 1-bromo-3-(3-(trifluoromethyl)-5,6-dihydro-[1,2,4]triazolo[4,3-a]pyrazin-7(8H)-yl)imidazo[1,5-a]pyrazin-8-amine, (30 mg, 0.074 mmol), and 2nd Generation Xphos Precatalyst (11.71 mg, 0.015 mmol) was treated with Dioxane (372 μl) via a syringe and needle. The resulting suspension was then degassed with house vacuum and back filled with N2. Potassium phosphate tr... The reactants are C1(=CC=CC=C1)C1=CC=C(C(CBr)=O)C=C1 (4-phenylphenacyl bromide), N1C=NC=C1 (imidazole), O (water). Solvent: CN(C=O)C (dimethylformamide). Yields the product N1(C=NC=C1)CC(=O)C1=CC=C(C=C1)C1=CC=CC=C1 (4-biphenylyl imidazol-1-yl-methyl ketone). The yield is 65.4%. RXN SMILES: [C:1]1([C:7]2[CH:16]=[CH:15][C:10]([C:11](=[O:14])[CH2:12]Br)=[CH:9][CH:8]=2)[CH:6]=[CH:5][CH:4]=[CH:3][CH:2]=1.[NH:17]1[CH:21]=[CH:20][N:19]=[CH:18]1.O>CN(C)C=O>[N:17]1([CH2:12][C:11]([C:10]2[CH:15]=[CH:16][C:7]([C:1]3[CH:6]=[CH:5][CH:4]=[CH:3][CH:2]=3)=[CH:8][CH:9]=2)=[O:14])[CH:21]=[CH:20][N:19]=[CH:18]1. Reported procedure: 39 g (0.14 mol) of 4-phenylphenacyl bromide are introduced in portions into a solution of 48.2 g (0.7 mol) of imidazole in 140 ml of dimethylformamide, whilst cooling. The mixture is allowed to subsequently react for 15 hours and the solution is poured into water. The crystal mass which has separated out is recrystallised from ethanol. 24 g (65% of theory) of 4-biphenylyl imidazol-1-yl-methyl ketone of melting point 198° C. are obtained. Starting materials: CC(=CC=CC(C)=O)C (6-methyl-hept-3,5-diene-2-one), C(C#C)[Mg]Br (propargyl magnesium bromide). Yields the product CC(CC#C)(CCC=C(C)C)O (4,8-dimethyl-4-hydroxy non-7-ene-1-yne). As a reaction SMILES: [CH3:1][C:2]([CH3:9])=[CH:3][CH:4]=[CH:5][C:6](=[O:8])[CH3:7].[CH2:10]([Mg]Br)[C:11]#[CH:12]>>[CH3:7][C:6]([OH:8])([CH2:5][CH2:4][CH:3]=[C:2]([CH3:9])[CH3:1])[CH2:12][C:11]#[CH:10]. Procedure details: Reaction of this ketone with propargyl magnesium bromide provides 4,8-dimethyl-4-hydroxy non-7-ene-1-yne. This alcohol is protected with trimethylsilyl chloride and converted to trans vinyl tin derivative of 4,7-dimethyl-4-trimethylsiloxy-non-8-ene-1-yne which is converted to the corresponding prostaglandin by the methods described in U.S. Pat. Nos. 4,322,543 and 4,271,314 to provide methyl 7-[3α-hydroxy-2β-(4-hydroxy-4,8-dimethyl-1,5,7-trans,trans,trans-nonatrienyl-5-oxocyclopentane]-1α-hept-4-... Starting materials: Cl.ClC=1C=C(C=CC1Cl)C1CNCC2=CC(=C(C=C12)OC)OC (rac.-4-(3,4-dichlorophenyl)-1,2,3,4-tetrahydro-6,7-dimethoxyisoquinoline hydrochloride), C=O (formalin). Run in C(=O)O (formic acid). Product: Cl.ClC=1C=C(C=CC1Cl)C1CN(CC2=CC(=C(C=C12)OC)OC)C (rac.-4-(3,4-dichlorophenyl)-1,2,3,4-tetrahydro-6,7-dimethoxy-2-methylisoquinoline hydrochloride). RXN SMILES: Cl.[Cl:2][C:3]1[CH:4]=[C:5]([CH:10]2[C:19]3[C:14](=[CH:15][C:16]([O:22][CH3:23])=[C:17]([O:20][CH3:21])[CH:18]=3)[CH2:13][NH:12][CH2:11]2)[CH:6]=[CH:7][C:8]=1[Cl:9].[CH2:24]=O>C(O)=O>[ClH:2].[Cl:2][C:3]1[CH:4]=[C:5]([CH:10]2[C:19]3[C:14](=[CH:15][C:16]([O:22][CH3:23])=[C:17]([O:20][CH3:21])[CH:18]=3)[CH2:13][N:12]([CH3:24])[CH2:11]2)[CH:6]=[CH:7][C:8]=1[Cl:9] |f:0.1,4.5|. Procedure details: The free base released from 6.5 g. of rac.-4-(3,4-dichlorophenyl)-1,2,3,4-tetrahydro-6,7-dimethoxyisoquinoline hydrochloride is heated at 120°C. (bath temperature) for 1 hour with 10 ml. of formic acid and 10 ml. of 35% formalin solution. After evaporation, extraction with sodium carbonate solution and methylene chloride and acidification with ethanolic hydrogen chloride, there is obtained rac.-4-(3,4-dichlorophenyl)-1,2,3,4-tetrahydro-6,7-dimethoxy-2-methylisoquinoline hydrochloride which is re...